describe an organic reaction: reactants, conditions, products, and yield From a dataset of the Open Reaction Database (ORD), a public repository of structured organic reaction records. Reaction SMILES: [CH2:33]([Cl:34])[Cl:35].[CH3:8][Al:9]([CH3:10])[CH3:11].[NH2:1][c:2]1[cH:3][cH:4][cH:5][cH:6][cH:7]1.[O:12]=[c:13]1[c:14]([C:29]([O:31][CH3:30])=[O:32])[n:15][n:16](-[c:19]2[cH:20][c:21]([C:25]([F:26])([F:27])[F:28])[cH:22][cH:23][cH:24]2)[cH:17][cH:18]1>>[NH:1]([c:2]1[cH:3][cH:4][cH:5][cH:6][cH:7]1)[C:29]([c:14]1[c:13](=[O:12])[cH:18][cH:17][n:16](-[c:19]2[cH:20][c:21]([C:25]([F:26])([F:27])[F:28])[cH:22][cH:23][cH:24]2)[n:15]1)=[O:31]. Yields the product O=C(Nc1ccccc1)c1nn(-c2cccc(C(F)(F)F)c2)ccc1=O. Starting materials: ClCCl, C[Al](C)C, Nc1ccccc1, COC(=O)c1nn(-c2cccc(C(F)(F)F)c2)ccc1=O. The reactants are COC1=C(C=C(C=C1)N(N)CC(=O)OC)C (methyl [1-[4-methoxy-3-methylphenyl]hydrazino]acetate), COC1=C(C=C(C=C1)N(N)CC(=O)OC)C (methyl [1-[4-methoxy-3-methylphenyl]hydrazino]acetate), [O-]C#N.[Na+] (sodium cyanate), FC(C(=O)O)(F)F (trifluoroacetic acid), C([O-])(O)=O.[Na+] (sodium bicarbonate). The solvent is C1(=CC=CC=C1)C (toluene). Conditions: time 2 hour. Yields the product NC(=O)NN(C1=CC(=C(C=C1)OC)C)CC(=O)OC (Methyl [2-[aminocarbonyl]-1-[4-methoxy-3-methylphenyl]hydrazino]acetate). Isolated yield 52.2%. RXN SMILES: [CH3:1][O:2][C:3]1[CH:8]=[CH:7][C:6]([N:9]([CH2:11][C:12]([O:14][CH3:15])=[O:13])[NH2:10])=[CH:5][C:4]=1[CH3:16].[O-:17][C:18]#[N:19].[Na+].FC(F)(F)C(O)=O.C(=O)(O)[O-].[Na+]>C1(C)C=CC=CC=1>[NH2:19][C:18]([NH:10][N:9]([CH2:11][C:12]([O:14][CH3:15])=[O:13])[C:6]1[CH:7]=[CH:8][C:3]([O:2][CH3:1])=[C:4]([CH3:16])[CH:5]=1)=[O:17] |f:1.2,4.5|. Reported procedure: A mixture of methyl [1-[4-methoxy-3-methylphenyl]hydrazino]acetate (Intermediate 97, 380 mg, 0.0017 mol), sodium cyanate (380 mg, 0.0058 mol) and trifluoroacetic acid (0.4 ml, 0.0052 mol) in dry toluene (10 ml) was stirred under nitrogen and at room temperature for 31/2 hours. It was poured into 8% sodium bicarbonate solution (20 ml) and extracted with ethyl acetate (2×20 ml). The organic extract was dried (MgSO4) and evaporated to give a yellow solid which was triturated with ether and filtered... Starting materials: COC1=CC=C(CN(C2=NC(=NC(=N2)C)C=2C=C(C=NC2NC=2C=NC(=CC2)OC)C(=O)N2CCN(CC2)S(=O)(=O)C)CC2=CC=C(C=C2)OC)C=C1 ((5-(4-(bis(4-methoxybenzyl)amino)-6-methyl-1,3,5-triazin-2-yl)-6-(6-methoxypyridin-3-ylamino)pyridin-3-yl)(4-(methylsulfonyl)piperazin-1-yl)methanone), C(C)[Mg]Br (ethylmagnesium bromide), [OH-].[Na+] (NaOH), C(=O)(C(F)(F)F)O (TFA), CC[Mg+].[Br-] (EtMgBr). The reagents and catalysts are CC([O-])C.[Ti+4].CC([O-])C.CC([O-])C.CC([O-])C (titanium (IV) isopropoxide), S(=O)(=O)(C(F)(F)F)O (TfOH). The solvent is C1CCOC1 (THF). Run at time 1 hour. The product is FC(C(=O)O)(F)F.COC1=CC=C(C=N1)NC1=NC=C(C=C1C1=NC(=NC(=N1)C)N)C1(CC1)N1CCN(CC1)S(=O)(=O)C (4-(2-(6-methoxypyridin-3-ylamino)-5-(1-(4-(methylsulfonyl)piperazin-1-yl)cyclopropyl)pyridin-3-yl)-6-methyl-1,3,5-triazin-2-amine 2,2,2-trifluoroacetate). Yield: 4.6%. RXN SMILES: COC1C=CC(C[N:8](CC2C=CC(OC)=CC=2)[C:9]2[N:14]=[C:13]([CH3:15])[N:12]=[C:11]([C:16]3[CH:17]=[C:18]([C:31]([N:33]4[CH2:38][CH2:37][N:36]([S:39]([CH3:42])(=[O:41])=[O:40])[CH2:35][CH2:34]4)=O)[CH:19]=[N:20][C:21]=3[NH:22][C:23]3[CH:24]=[N:25][C:26]([O:29][CH3:30])=[CH:27][CH:28]=3)[N:10]=2)=CC=1.[CH2:54]([Mg]Br)[CH3:55].[OH-].[Na+].[C:60]([OH:66])([C:62]([F:65])([F:64])[F:63])=[O:61]>C1COCC1.S(O)(C(F)(F)F)(=O)=O.CC(C)[O-].[Ti+4].CC(C)[O-].CC(C)[O-].CC(C)[O-]>[F:63][C:62]([F:65])([F:64])[C:60]([OH:66])=[O:61].[CH3:30][O:29][C:26]1[N:25]=[CH:24][C:23]([NH:22][C:21]2[C:16]([C:11]3[N:12]=[C:13]([CH3:15])[N:14]=[C:9]([NH2:8])[N:10]=3)=[CH:17][C:18]([C:31]3([N:33]4[CH2:38][CH2:37][N:36]([S:39]([CH3:42])(=[O:40])=[O:41])[CH2:35][CH2:34]4)[CH2:55][CH2:54]3)=[CH:19][N:20]=2)=[CH:28][CH:27]=1 |f:2.3,7.8.9.10.11,12.13|. Reported procedure: A solution of (5-(4-(bis(4-methoxybenzyl)amino)-6-methyl-1,3,5-triazin-2-yl)-6-(6-methoxypyridin-3-ylamino)pyridin-3-yl)(4-(methylsulfonyl)piperazin-1-yl)methanone (0.163 g, 0.220 mmol) and titanium (IV) isopropoxide (0.194 mL, 0.661 mmol) in THF (2 mL) at 0° C. under nitrogen was treated dropwise with ethylmagnesium bromide (1.0 M solution in tert-butyl methyl ether; 1.322 mL, 1.322 mmol). The reaction was warmed to ambient temperature and an additional 3 equiv. EtMgBr was added. After 1 h, the... The reactants are ClCC1=NC2=C(N1CC1=C(C=CC=C1)C)C=CC=C2 (2-(chloromethyl)-1-[(2-methylphenyl)methyl]benzimidazole), C(CC(C)C)N (isoamylamine). Solvent: C(C)#N (Acetonitrile). The product is CC1=C(C=CC=C1)CN1C(=NC2=C1C=CC=C2)CNCCC(C)C (({1-[(2-methylphenyl)methyl]benzimidazol-2-yl}methyl) (3-methylbutyl)amine). The yield is 92.0%. RXN SMILES: Cl[CH2:2][C:3]1[N:7]([CH2:8][C:9]2[CH:14]=[CH:13][CH:12]=[CH:11][C:10]=2[CH3:15])[C:6]2[CH:16]=[CH:17][CH:18]=[CH:19][C:5]=2[N:4]=1.[CH2:20]([NH2:25])[CH2:21][CH:22]([CH3:24])[CH3:23]>C(#N)C>[CH3:15][C:10]1[CH:11]=[CH:12][CH:13]=[CH:14][C:9]=1[CH2:8][N:7]1[C:6]2[CH:16]=[CH:17][CH:18]=[CH:19][C:5]=2[N:4]=[C:3]1[CH2:2][NH:25][CH2:20][CH2:21][CH:22]([CH3:24])[CH3:23]. Procedure: A solution of 5.4 mmole 2-(chloromethyl)-1-[(2-methylphenyl)methyl]benzimidazole in 20 mL of dry Acetonitrile is treated with 10 mL of isoamylamine for 16 hr at room temperature. The solvent is removed in vacuo and the residue is partitioned between 30 mL of ethyl acetate and 10 mL of 1 N NaOH. The ethyl acetate layer is dried over anhydrous Na2SO4 and solvent removed in vacuo to afford 1.6 g 92% ({1-[(2-methylphenyl)methyl]benzimidazol-2-yl}methyl) (3-methylbutyl)amine. 2,4-dimethoxybenzoylchlo... The reactants are C1(=CC=CC=C1)N(C(=O)C1=NN(C=C1Br)C12CC3CC(CC(C1)C3)C2)C2=CC=CC=C2 (1-Adamantan-1-yl-4-bromo-1H-pyrazole-3-carboxylic acid diphenylamide), C(=O)C1=C(C=CC=C1)B(O)O (2-formylphenylboronic acid), C([O-])([O-])=O.[Na+].[Na+] (sodium carbonate). Reagents/catalysts: C=1C=CC(=CC1)[P](C=2C=CC=CC2)(C=3C=CC=CC3)[Pd]([P](C=4C=CC=CC4)(C=5C=CC=CC5)C=6C=CC=CC6)([P](C=7C=CC=CC7)(C=8C=CC=CC8)C=9C=CC=CC9)[P](C=1C=CC=CC1)(C=1C=CC=CC1)C=1C=CC=CC1 (tetrakis(triphenylphosphine)palladium(0)). Solvent: C(OC)COC.C(C)O.O (dimethoxyethane ethanol water), O (water). Reaction conditions: temperature 180 celsius. Product: C12(CC3CC(CC(C1)C3)C2)N2N=C(C(=C2)C2=C(C=CC=C2)C=O)C(=O)N(C2=CC=CC=C2)C2=CC=CC=C2 (1-[adamantan-1-yl]-4-(2-formylphenyl)-N,N-diphenyl-1H-pyrazole-3-carboxamide). Reaction SMILES: [C:1]1([N:7]([C:26]2[CH:31]=[CH:30][CH:29]=[CH:28][CH:27]=2)[C:8]([C:10]2[C:14](Br)=[CH:13][N:12]([C:16]34[CH2:25][CH:20]5[CH2:21][CH:22]([CH2:24][CH:18]([CH2:19]5)[CH2:17]3)[CH2:23]4)[N:11]=2)=[O:9])[CH:6]=[CH:5][CH:4]=[CH:3][CH:2]=1.[CH:32]([C:34]1[CH:39]=[CH:38][CH:37]=[CH:36][C:35]=1B(O)O)=[O:33].C(=O)([O-])[O-].[Na+].[Na+]>C(COC)OC.C(O)C.O.O.C1C=CC([P]([Pd]([P](C2C=CC=CC=2)(C2C=CC=CC=2)C2C=CC=CC=2)([P](C2C=CC=CC=2)(C2C=CC=CC=2)C2C=CC=CC=2)[P](C2C=CC=CC=2)(C2C=CC=CC=2)C2C=CC=CC=2)(C2C=CC=CC=2)C2C=CC=CC=2)=CC=1>[C:16]12([N:12]3[CH:13]=[C:14]([C:35]4[CH:36]=[CH:37][CH:38]=[CH:39][C:34]=4[CH:32]=[O:33])[C:10]([C:8]([N:7]([C:26]4[CH:27]=[CH:28][CH:29]=[CH:30][CH:31]=4)[C:1]4[CH:2]=[CH:3][CH:4]=[CH:5][CH:6]=4)=[O:9])=[N:11]3)[CH2:17][CH:18]3[CH2:19][CH:20]([CH2:21][CH:22]([CH2:24]3)[CH2:23]1)[CH2:25]2 |f:2.3.4,5.6.7,^1:63,65,84,103|. Procedure details: 1-Adamantan-1-yl-4-bromo-1H-pyrazole-3-carboxylic acid diphenylamide (47 mg), 2-formylphenylboronic acid (18 mg), sodium carbonate (32 mg), and tetrakis(triphenylphosphine)palladium(0) (7 mg) were combined in dimethoxyethane/ethanol/water 12/3/4 (1 mL) and heated in a CEM Discover microwave reactor at 180° C. for 5 minutes. The reaction was cooled, diluted with water and extracted with ethyl acetate. The organic layer was washed with brine and dried over sodium sulfate. After filtration and conc...